From a dataset of the Open Reaction Database (ORD), a public repository of structured organic reaction records. describe an organic reaction: reactants, conditions, products, and yield Starting materials: C(CC1=CC=CC=C1)NC(=O)NC=1N=C2C(=NC1)N(C=C2)COCC[Si](C)(C)C (1-phenethyl-3-[5-(2-trimethylsilanyl-ethoxymethyl)-5H-pyrrolo[2,3-b]pyrazin-2-yl]-urea), [F-].C(CCC)[N+](CCCC)(CCCC)CCCC (tetrabutylammonium fluoride), C(CN)N (ethylene diamine). Solvent: CN(C=O)C (N,N-dimethylformamide). The product is C(CC1=CC=CC=C1)NC(=O)NC=1N=C2C(=NC1)NC=C2 (1-phenethyl-3-(5H-pyrrolo[2,3-b]pyrazin-2-yl)-urea). Yield: 26.8%. Reaction SMILES: [CH2:1]([NH:9][C:10]([NH:12][C:13]1[N:14]=[C:15]2[CH:21]=[CH:20][N:19](COCC[Si](C)(C)C)[C:16]2=[N:17][CH:18]=1)=[O:11])[CH2:2][C:3]1[CH:8]=[CH:7][CH:6]=[CH:5][CH:4]=1.[F-].C([N+](CCCC)(CCCC)CCCC)CCC.C(N)CN>CN(C)C=O>[CH2:1]([NH:9][C:10]([NH:12][C:13]1[N:14]=[C:15]2[CH:21]=[CH:20][NH:19][C:16]2=[N:17][CH:18]=1)=[O:11])[CH2:2][C:3]1[CH:4]=[CH:5][CH:6]=[CH:7][CH:8]=1 |f:1.2|. Procedure: A solution of 1-phenethyl-3-[5-(2-trimethylsilanyl-ethoxymethyl)-5H-pyrrolo[2,3-b]pyrazin-2-yl]-urea (0.22 g, 0.53 mmol), tetrabutylammonium fluoride (1 M in THF, 3 mL, 3 mmol) and ethylene diamine (0.3 mL, 5 mmol) in 5 mL of N,N-dimethylformamide was stirred at 80° C. for 14 h, then concentrated. The resulting residue was triturated with methanol then ether to afford 0.040 g (26%) of 1-phenethyl-3-(5H-pyrrolo[2,3-b]pyrazin-2-yl)-urea as an off-white solid.